This data is from the Open Reaction Database (ORD), a public repository of structured organic reaction records. The task is: describe an organic reaction: reactants, conditions, products, and yield Reactants: Cl (hydrochloric acid), O.[OH-].[Li+] (Lithium hydroxide monohydrate), CC1=C(N=C(O1)C=1SC=CC1)COC1=CC=C(CO\N=C(/CCCCC(=O)OCC)\C2=CC=CC=C2)C=C1 (ethyl E-6-[4-[5-methyl-2-(2-thienyl)-4-oxazolylmethoxy]benzyloxyimino]-6-phenylhexanoate), O (water). Solvent: O1CCCC1 (tetrahydrofuran), C(C)O (ethanol). Run at time 4 hour. Product: CC1=C(N=C(O1)C=1SC=CC1)COC1=CC=C(CO\N=C(/CCCCC(=O)O)\C2=CC=CC=C2)C=C1 (E-6-[4-[5-methyl-2-(2-thienyl)-4-oxazolylmethoxy]benzyloxyimino]-6-phenylhexanoic acid). The yield is 92.3%. Reaction SMILES: O.[OH-].[Li+].[CH3:4][C:5]1[O:9][C:8]([C:10]2[S:11][CH:12]=[CH:13][CH:14]=2)=[N:7][C:6]=1[CH2:15][O:16][C:17]1[CH:41]=[CH:40][C:20]([CH2:21][O:22]/[N:23]=[C:24](/[C:34]2[CH:39]=[CH:38][CH:37]=[CH:36][CH:35]=2)\[CH2:25][CH2:26][CH2:27][CH2:28][C:29]([O:31]CC)=[O:30])=[CH:19][CH:18]=1.O.Cl>O1CCCC1.C(O)C>[CH3:4][C:5]1[O:9][C:8]([C:10]2[S:11][CH:12]=[CH:13][CH:14]=2)=[N:7][C:6]=1[CH2:15][O:16][C:17]1[CH:18]=[CH:19][C:20]([CH2:21][O:22]/[N:23]=[C:24](/[C:34]2[CH:39]=[CH:38][CH:37]=[CH:36][CH:35]=2)\[CH2:25][CH2:26][CH2:27][CH2:28][C:29]([OH:31])=[O:30])=[CH:40][CH:41]=1 |f:0.1.2|. Procedure details: Lithium hydroxide monohydrate (177 mg) was added to a solution of ethyl E-6-[4-[5-methyl-2-(2-thienyl)-4-oxazolylmethoxy]benzyloxyimino]-6-phenylhexanoate (747 mg) in tetrahydrofuran (6 ml)-water (4 ml)-ethanol (4 ml) and stirred at room temperature for 4 hours. 1N hydrochloric acid (4.3 ml) was added to the reaction mixture and extracted with ethyl acetate. The ethyl acetate layer was washed with an aqueous saturated solution of sodium chloride, dried (MgSO4) and concentrated. The residue was r... As a reaction SMILES: [CH2:1]([O:8][C:9]([N:11]1[CH2:16][CH2:15][CH:14]([CH3:17])[CH:13]([C:18]([OH:20])=O)[CH2:12]1)=[O:10])[C:2]1[CH:7]=[CH:6][CH:5]=[CH:4][CH:3]=1.C(Cl)(=O)C([Cl:24])=O.CN(C=O)C>C(Cl)Cl>[Cl:24][C:18]([CH:13]1[CH:14]([CH3:17])[CH2:15][CH2:16][N:11]([C:9]([O:8][CH2:1][C:2]2[CH:7]=[CH:6][CH:5]=[CH:4][CH:3]=2)=[O:10])[CH2:12]1)=[O:20]. Starting materials: C(C1=CC=CC=C1)OC(=O)N1CC(C(CC1)C)C(=O)O (1-(benzyloxycarbonyl)-4-methylpiperidine-3-carboxylic acid), C(C(=O)Cl)(=O)Cl (oxalyl chloride), CN(C)C=O (DMF). Reported procedure: To a solution of 1-(benzyloxycarbonyl)-4-methylpiperidine-3-carboxylic acid (1.28 g, 4.62 mmol) in DCM (40 mL) was added oxalyl chloride (0.930 mL, 10.6 mmol) followed by the drop-wise addition of DMF (0.072 mL, 0.92 mmol). The reaction mixture was stirred at room temperature overnight. The reaction mixture was concentrated to yield crude benzyl 3-(chlorocarbonyl)-4-methylpiperidine-1-carboxylate (1.4 g, 4.7 mmol) which was dissolved in a mixture of Et2O and MeCN (1:1, 16 mL) and added to a solu... Yield: 101.7%. Run at time 8 hour. Product: ClC(=O)C1CN(CCC1C)C(=O)OCC1=CC=CC=C1 (benzyl 3-(chlorocarbonyl)-4-methylpiperidine-1-carboxylate). Solvent: C(Cl)Cl (DCM). The reactants are BrC1=CC(=CC=2CCOC21)F (7-bromo-5-fluoro-2,3-dihydro-1-benzofuran), OC1=CC=C(C=C1)B(O)O (4-hydroxyphenylboronic acid), C([O-])([O-])=O.[Na+].[Na+] (sodium carbonate), C([O-])([O-])=O.[K+].[K+] (potassium carbonate), BrCC=1C=C(C(=O)OC)C=CC1 (methyl 3-(bromomethyl)benzoate). Reagents/catalysts: C=1C=CC(=CC1)[P](C=2C=CC=CC2)(C=3C=CC=CC3)[Pd]([P](C=4C=CC=CC4)(C=5C=CC=CC5)C=6C=CC=CC6)([P](C=7C=CC=CC7)(C=8C=CC=CC8)C=9C=CC=CC9)[P](C=1C=CC=CC1)(C=1C=CC=CC1)C=1C=CC=CC1 (tetrakis(triphenylphosphine)palladium(0)), C=1C=CC(=CC1)[P](C=2C=CC=CC2)(C=3C=CC=CC3)[Pd]([P](C=4C=CC=CC4)(C=5C=CC=CC5)C=6C=CC=CC6)([P](C=7C=CC=CC7)(C=8C=CC=CC8)C=9C=CC=CC9)[P](C=1C=CC=CC1)(C=1C=CC=CC1)C=1C=CC=CC1 (Pd(PPh3)4). Solvent: O (water), O1CCOCC1 (1,4-dioxane), C(C)(=O)OCC (Ethyl acetate), CN(C)C=O (DMF). Run at temperature 90 celsius, time 2 hour. Yields the product FC=1C=C(C2=C(CCO2)C1)C1=CC=C(OCC=2C=C(C(=O)O)C=CC2)C=C1 (3-{[4-(5-fluoro-2,3-dihydro-1-benzofuran-7-yl)phenoxy]methyl}benzoic acid). Isolated yield 29.0%. RXN SMILES: Br[C:2]1[C:10]2[O:9][CH2:8][CH2:7][C:6]=2[CH:5]=[C:4]([F:11])[CH:3]=1.[OH:12][C:13]1[CH:18]=[CH:17][C:16](B(O)O)=[CH:15][CH:14]=1.C(=O)([O-])[O-].[Na+].[Na+].C(=O)([O-])[O-].[K+].[K+].Br[CH2:35][C:36]1[CH:37]=[C:38]([CH:43]=[CH:44][CH:45]=1)[C:39]([O:41]C)=[O:40]>C1C=CC([P]([Pd]([P](C2C=CC=CC=2)(C2C=CC=CC=2)C2C=CC=CC=2)([P](C2C=CC=CC=2)(C2C=CC=CC=2)C2C=CC=CC=2)[P](C2C=CC=CC=2)(C2C=CC=CC=2)C2C=CC=CC=2)(C2C=CC=CC=2)C2C=CC=CC=2)=CC=1.C(OCC)(=O)C.CN(C=O)C.O.O1CCOCC1>[F:11][C:4]1[CH:3]=[C:2]([C:16]2[CH:17]=[CH:18][C:13]([O:12][CH2:35][C:36]3[CH:37]=[C:38]([CH:43]=[CH:44][CH:45]=3)[C:39]([OH:41])=[O:40])=[CH:14][CH:15]=2)[C:10]2[O:9][CH2:8][CH2:7][C:6]=2[CH:5]=1 |f:2.3.4,5.6.7,^1:49,51,70,89|. Procedure: To the compound (300 mg, 1.4 mmol) obtained in Step 2, 4-hydroxyphenylboronic acid (230 mg, 1.7 mmol), sodium carbonate (292 mg, 2.8 mmol), tetrakis(triphenylphosphine)palladium(0) (hereinafter, Pd(PPh3)4) (catalytic amount), 1,4-dioxane (10 mL), water (3 mL) were added, and stirred at 90° C. for 2 hours. The solvent was distilled away under reduced pressure. Ethyl acetate was used as an extraction solvent, and after washing with a 1 N hydrochloric acid aqueous solution and saturated brine, the ... Starting materials: crude residue, Cl (HCl), [N+](=O)([O-])C=1C=C(C=CC1)CS(=O)(=O)NCB(O)O.OC(C)(C)C(C)(C)O (Pinacol(3-nitrophenylmethanesulfonylamino)methaneboronate). The reagents and catalysts are [Pd] (Palladium). Solvent: C(C)(=O)OCC (ethyl acetate). The product is Cl.NC=1C=C(C=CC1)CS(=O)(=O)NCB(O)O.OC(C)(C)C(C)(C)O (Pinacol(3-aminophenylmethanesulfonylamino)methaneboronate hydrochloride). Isolated yield 82.2%. RXN SMILES: [N+:1]([C:4]1[CH:5]=[C:6]([CH2:10][S:11]([NH:14][CH2:15][B:16]([OH:18])[OH:17])(=[O:13])=[O:12])[CH:7]=[CH:8][CH:9]=1)([O-])=O.[OH:19][C:20]([C:23]([OH:26])([CH3:25])[CH3:24])([CH3:22])[CH3:21].[ClH:27]>C(OCC)(=O)C.[Pd]>[ClH:27].[NH2:1][C:4]1[CH:5]=[C:6]([CH2:10][S:11]([NH:14][CH2:15][B:16]([OH:18])[OH:17])(=[O:13])=[O:12])[CH:7]=[CH:8][CH:9]=1.[OH:19][C:20]([C:23]([OH:26])([CH3:25])[CH3:24])([CH3:22])[CH3:21] |f:0.1,5.6.7|. Procedure details: Palladium 10 wt. % on activated carbon (51 mg, 40% w/w) was added to a solution of 6 (128 mg, 0.36 mmol) in ethyl acetate (4 mL), and allowed to react under hydrogen atmosphere for 16 h. The catalyst was filtered off and the solvent was evaporated in vacuo. The crude residue was dissolved in HCl (0.1 M soln in MeOH, 3.6 mL, 0.36 mmol). After 45 min the mixture was concentrated under reduced pressure and the residue repeatedly washed with diethyl ether, affording 7 as a yellowish solid (118 mg, 9... The reactants are FC(C1=NC=2CN(CCC2C=C1C(=O)OCC)C(C1=CC=CC=C1)(C1=CC=CC=C1)C1=CC=CC=C1)(F)F (Ethyl 2-(Trifluoromethyl)-7-(triphenylmethyl)-5,6,7,8-tetrahydro-1,7-naphthyridine-3-carboxylate), Cl (hydrogen chloride). Solvent: CO (methanol), O1CCOCC1 (dioxane). The product is Cl.FC(C1=NC=2CNCCC2C=C1C(=O)OCC)(F)F (Ethyl 2-(Trifluoromethyl)-5,6,7,8-tetrahydro-1,7-naphthyridine-3-carboxylate hydrochloride). As a reaction SMILES: [F:1][C:2]([F:38])([F:37])[C:3]1[C:12]([C:13]([O:15][CH2:16][CH3:17])=[O:14])=[CH:11][C:10]2[CH2:9][CH2:8][N:7](C(C3C=CC=CC=3)(C3C=CC=CC=3)C3C=CC=CC=3)[CH2:6][C:5]=2[N:4]=1.[ClH:39]>CO.O1CCOCC1>[ClH:39].[F:38][C:2]([F:1])([F:37])[C:3]1[C:12]([C:13]([O:15][CH2:16][CH3:17])=[O:14])=[CH:11][C:10]2[CH2:9][CH2:8][NH:7][CH2:6][C:5]=2[N:4]=1 |f:4.5|. Procedure details: A solution of the product (145 mg) from Step A in 0.5 mL of methanol and 2.5 mL of 4.0M hydrogen chloride in dioxane was kept at room temperature for 3 h. The reaction mixture was concentrated under a stream of nitrogen, and the residue was triturated with ether. The resultant precipitate was collected and dried in vacuo to afford the title compound as a light red powder. LC/MS 275.1 (M+1). Starting materials: ClC1=CC=2N(C(=N1)C=1C=NN(C1)C1(CN(C1)C(=O)OC(C)(C)C)CC#N)C=CN2 (tert-Butyl 3-(4-(7-chloroimidazo[1,2-c]pyrimidin-5-yl)-1H-pyrazol-1-yl)-3-(cyanomethyl)azetidine-1-carboxylate), [O-]P(=O)([O-])[O-].[K+].[K+].[K+] (K3PO4), crude material, COC1=CC=C(C=C1)B(O)O (4-methoxybenzeneboronic acid), C1(CCCCC1)P(C1=C(C=CC=C1)C1=C(C=C(C=C1C(C)C)C(C)C)C(C)C)C1CCCCC1 (dicyclohexyl(2′,4′,6′-triisopropylbiphenyl-2-yl)phosphine). The reagents and catalysts are C=1C=CC(=CC1)/C=C/C(=O)/C=C/C2=CC=CC=C2.C=1C=CC(=CC1)/C=C/C(=O)/C=C/C2=CC=CC=C2.C=1C=CC(=CC1)/C=C/C(=O)/C=C/C2=CC=CC=C2.[Pd].[Pd] (Pd2dba3). Run in CO (MeOH), CCOC(=O)C (EtOAc), C(=O)(O)[O-].[Na+] (NaHCO3), C(Cl)Cl (DCM), C(Cl)Cl (DCM), O1CCOCC1 (1,4-dioxane). Reaction conditions: temperature 75 celsius. Yields the product C(#N)CC1(CN(C1)C(=O)OC(C)(C)C)N1N=CC(=C1)C1=NC(=CC=2N1C=CN2)C2=CC=C(C=C2)OC (tert-butyl 3-(cyanomethyl)-3-(4-(7-(4-methoxyphenyl)imidazo[1,2-c]pyrimidin-5-yl)-1H-pyrazol-1-yl)azetidine-1-carboxylate). The yield is 104.2%. RXN SMILES: Cl[C:2]1[N:7]=[C:6]([C:8]2[CH:9]=[N:10][N:11]([C:13]3([CH2:24][C:25]#[N:26])[CH2:16][N:15]([C:17]([O:19][C:20]([CH3:23])([CH3:22])[CH3:21])=[O:18])[CH2:14]3)[CH:12]=2)[N:5]2[CH:27]=[CH:28][N:29]=[C:4]2[CH:3]=1.[CH3:30][O:31][C:32]1[CH:37]=[CH:36][C:35](B(O)O)=[CH:34][CH:33]=1.C1(P(C2CCCCC2)C2C=CC=CC=2C2C(C(C)C)=CC(C(C)C)=CC=2C(C)C)CCCCC1.[O-]P([O-])([O-])=O.[K+].[K+].[K+]>O1CCOCC1.CCOC(C)=O.C([O-])(O)=O.[Na+].C(Cl)Cl.C1C=CC(/C=C/C(/C=C/C2C=CC=CC=2)=O)=CC=1.C1C=CC(/C=C/C(/C=C/C2C=CC=CC=2)=O)=CC=1.C1C=CC(/C=C/C(/C=C/C2C=CC=CC=2)=O)=CC=1.[Pd].[Pd].CO>[C:25]([CH2:24][C:13]1([N:11]2[CH:12]=[C:8]([C:6]3[N:5]4[CH:27]=[CH:28][N:29]=[C:4]4[CH:3]=[C:2]([C:35]4[CH:36]=[CH:37][C:32]([O:31][CH3:30])=[CH:33][CH:34]=4)[N:7]=3)[CH:9]=[N:10]2)[CH2:16][N:15]([C:17]([O:19][C:20]([CH3:23])([CH3:22])[CH3:21])=[O:18])[CH2:14]1)#[N:26] |f:3.4.5.6,9.10,12.13.14.15.16|. Procedure details: tert-Butyl 3-(4-(7-chloroimidazo[1,2-c]pyrimidin-5-yl)-1H-pyrazol-1-yl)-3-(cyanomethyl)azetidine-1-carboxylate (Preparation N; 2.80 g, 6.76 mmol), 4-methoxybenzeneboronic acid (1.54 g, 10.1 mmol), dicyclohexyl(2′,4′,6′-triisopropylbiphenyl-2-yl)phosphine (0.644 g, 1.35 mmol) and K3PO4 (10.1 mL, 20.3 mmol) were suspended in 1,4-dioxane (30 mL) and purged with Ar (g). Pd2dba3 (0.619 g, 0.676 mmol) was added and the system sealed and heated at 75° C. overnight. The reaction mixture was diluted with...